describe an organic reaction: reactants, conditions, products, and yield From a dataset of the Open Reaction Database (ORD), a public repository of structured organic reaction records. RXN SMILES: [Cl:1][c:2]1[c:3]([CH:8]([C:9]([CH2:10][OH:11])([CH3:12])[CH3:13])[OH:14])[cH:4][cH:5][cH:6][cH:7]1.[Cl:20][CH2:21][Cl:22].[P:15](=[O:16])([Cl:17])([Cl:18])[Cl:19]>>[Cl:1][c:2]1[c:3]([CH:8]2[C:9]([CH3:12])([CH3:13])[CH2:10][O:11][P:15](=[O:16])([Cl:17])[O:14]2)[cH:4][cH:5][cH:6][cH:7]1. Starting materials: CC(C)(CO)C(O)c1ccccc1Cl, ClCCl, O=P(Cl)(Cl)Cl. The product is CC1(C)COP(=O)(Cl)OC1c1ccccc1Cl. Starting materials: Cl (HCl), [Na] (sodium), NC1=NC(=CC(N1N)=O)C (2,3-diamino-6-methyl-4(3H)-pyrimidinone), FC(C(=O)OCC)(CC)F (ethyl 2,2-difluorobutanoate). Solvent: O1CCOCC1 (dioxane), C(C)O (ethanol). Run at temperature 80 celsius, time 3 hour. Product: FC(CC)(F)C1=NN2C(N=C(C=C2O)C)=N1 (2-(1,1-difluoropropyl)-5-methyl[1,2,4]triazolo[1,5-a]pyrimidin-7-ol). Reaction SMILES: [Na].[NH2:2][C:3]1[N:8]([NH2:9])[C:7](=[O:10])[CH:6]=[C:5]([CH3:11])[N:4]=1.[F:12][C:13]([F:21])([CH2:19][CH3:20])[C:14](OCC)=O.Cl>O1CCOCC1.C(O)C>[F:12][C:13]([C:14]1[N:2]=[C:3]2[N:4]=[C:5]([CH3:11])[CH:6]=[C:7]([OH:10])[N:8]2[N:9]=1)([F:21])[CH2:19][CH3:20] |^1:0|. Procedure: To a solution of NaEtO prepared from sodium (FLUKA, 0.152 g, 6.62 mmol) and ethanol (25 mL), Intermediate 1 (0.773 g, 5.52 mmol) was added, and the mixture was heated at 80° C. for 30 min. Then, the reaction was cooled down to room temperature and ethyl 2,2-difluorobutanoate (FLUOROCHEM, 1007 mg, 6.62 mmol) was added and the reaction mixture was stirred at 80° C. for 3 h. A solution of HCl (1.655 mL, 6.62 mmol) in dioxane was added and a white solid was formed. The residue was purified (silica g... Reactants: COC1=CC=C(C=C1C(=O)O)C(=O)N (6-methoxyisophthalamic acid), BrC1=C(N)C=CC(=C1)OC(F)(F)F (2-bromo-4-trifluoromethoxyaniline). Product: BrC1=C(C=CC(=C1)OC(F)(F)F)NC(C=1C=C(C(=O)N)C=CC1OC)=O (3-N-(2-bromo-4-trifluoromethoxyphenyl)-4-methoxyisophthalamide). As a reaction SMILES: [CH3:1][O:2][C:3]1[C:8]([C:9]([OH:11])=O)=[CH:7][C:6]([C:12]([NH2:14])=[O:13])=[CH:5][CH:4]=1.[Br:15][C:16]1[CH:22]=[C:21]([O:23][C:24]([F:27])([F:26])[F:25])[CH:20]=[CH:19][C:17]=1[NH2:18]>>[Br:15][C:16]1[CH:22]=[C:21]([O:23][C:24]([F:26])([F:27])[F:25])[CH:20]=[CH:19][C:17]=1[NH:18][C:9](=[O:11])[C:8]1[CH:7]=[C:6]([CH:5]=[CH:4][C:3]=1[O:2][CH3:1])[C:12]([NH2:14])=[O:13]. Procedure: The captioned compound was synthesized from 6-methoxyisophthalamic acid and 2-bromo-4-trifluoromethoxyaniline by the same procedure as in the manufacturing method described in step C of Example 1-3-1. The reactants are [Al+3], C1CCOC1, [H-], [H-], [H-], [H-], [Li+], O=C(O)c1cccc2c1CCO2. Product: OCc1cccc2c1CCO2. RXN SMILES: [Al+3:14].[CH2:19]1[O:20][CH2:21][CH2:22][CH2:23]1.[H-:13].[H-:16].[H-:17].[H-:18].[Li+:15].[O:1]1[CH2:2][CH2:3][c:4]2[c:5]1[cH:6][cH:7][cH:8][c:9]2[C:10](=[O:11])[OH:12]>>[O:1]1[CH2:2][CH2:3][c:4]2[c:5]1[cH:6][cH:7][cH:8][c:9]2[CH2:10][OH:11]. Reactants: C(C)(C)(C)C1=CC=C(C=C1)C=C(C=O)C (3-(4-tert.-butylphenyl)-2-methylprop-2-enal), C(C(C)C)OC=C (vinyl isobutyl ether). Reagents/catalysts: C1(O)=CC=C(O)C=C1 (hydroquinone). Run at temperature 220 celsius. The product is C(C)(C)(C)C1=CC=C(C=C1)C1=C(COC(C1)OCC(C)C)C (4-(p-tert.-butylphenyl)-3-methyl-6-isobutoxy-5,6-dihydropyran). Yield: 30.7%. As a reaction SMILES: [C:1]([C:5]1[CH:10]=[CH:9][C:8]([CH:11]=[C:12]([CH3:15])[CH:13]=[O:14])=[CH:7][CH:6]=1)([CH3:4])([CH3:3])[CH3:2].[CH2:16]([O:20][CH:21]=[CH2:22])[CH:17]([CH3:19])[CH3:18]>C1(C=CC(O)=CC=1)O>[C:1]([C:5]1[CH:6]=[CH:7][C:8]([C:11]2[CH2:22][CH:21]([O:20][CH2:16][CH:17]([CH3:19])[CH3:18])[O:14][CH2:13][C:12]=2[CH3:15])=[CH:9][CH:10]=1)([CH3:4])([CH3:2])[CH3:3]. Reported procedure: 3,000 g of 3-(4-tert.-butylphenyl)-2-methylprop-2-enal III and 2,000 g of vinyl isobutyl ether IV are introduced into a 10 l stirred autoclave, and 5 g of hydroquinone are added to the reaction mixture for stabilization. The autoclave is closed and then flushed with nitrogen, after which it is heated to 220° C., maintained under these conditions for 18 hours and then let down and opened. The reaction mixture (4,855 g) consists of about 39.6% of the desired product V. When the reaction mixture is... As a reaction SMILES: [O:1]1[CH:5]=[CH:4][C:3]([CH2:6][C:7]2[CH:12]=[CH:11][CH:10]=[CH:9][C:8]=2Br)=[CH:2]1.C([Li])CCC.CCCCCC.[CH:25](N1CCCCC1)=[O:26]>O1CCCC1>[O:1]1[CH:5]=[CH:4][C:3]([CH2:6][C:7]2[CH:12]=[CH:11][CH:10]=[CH:9][C:8]=2[CH:25]=[O:26])=[CH:2]1. The reactants are C(=O)N1CCCCC1 (N- formylpiperidine), O1C=C(C=C1)CC1=C(C=CC=C1)Br (2-(3-Furanylmethyl)bromobenzene), C(CCC)[Li] (n-butyllithium), CCCCCC (hexane). Reaction conditions: temperature -10 celsius, time 30 minute. Product: O1C=C(C=C1)CC1=C(C=O)C=CC=C1 (2-(3-Furanylmethyl)benzaldehyde). Reported procedure: To a solution of Compound 3b (0.5 mmol) in tetrahydrofuran (2 mL) at -78° C. under nitrogen was added n-butyllithium in hexane (0.5 mmol). After 30 minutes, a solution of N- formylpiperidine (0.55 mmol) in tetrahydrofuran (0.5 mL) was added dropwise at -78° C. The reaction mixture was stirred for 5 hours while allowing it to warm to -10° C. The reaction was quenched with saturated aqueous ammonium chloride (1 mL) and diluted with diethyl ether (10 mL). The aqueous phase was extracted with diethy... The solvent is O1CCCC1 (tetrahydrofuran), O1CCCC1 (tetrahydrofuran). Starting materials: C[C@H]([C@@H](C(=O)O)N)O (thre), ( 0.15 ), N (ammonia), Cl.Cl.N[C@@H](C)C(=S)OCCN (2-aminoethyl thioalaninate dihydrochloride). Run in C(C)(C)O (isopropanol). The product is NC(C(=O)NCCS)C (2-amino N-(2-mercaptoethyl) propionamide). Reaction SMILES: Cl.Cl.[NH2:3][C@H:4]([C:6](OCCN)=[S:7])C.C[C@@H:13]([OH:19])[C@H:14]([NH2:18])[C:15](O)=O.N>C(O)(C)C>[NH2:18][CH:14]([CH3:15])[C:13]([NH:3][CH2:4][CH2:6][SH:7])=[O:19] |f:0.1.2|. Procedure: To a suspension of 22.1 g of the 2-aminoethyl thioalaninate dihydrochloride (0.1 mole), obtained above, in 50 cm3 of isopropanol, thre are slowly added, under an inert atmosphere, 20.4 cm3 (0.15) mole) of a 2.5% aqueous ammonia solution. The resulting solution is evaporated to dryness under reduced pressure. The residue is taken up in 100 cm3 of ethanol. The insoluble ammonium chloride is separated by filtration on fritted glass. The filtrate is evaporated to dryness and dried under a vacuum at ...